describe an organic reaction: reactants, conditions, products, and yield From a dataset of the Open Reaction Database (ORD), a public repository of structured organic reaction records. Reactants: CCCCCCCCCCC1CCCC1C(=O)O, Nc1cccc2cnccc12. Product: CCCCCCCCCCC1CCCC1C(=O)Nc1cccc2cnccc12. Reaction SMILES: [CH2:1]([CH2:2][CH2:3][CH2:4][CH2:5][CH2:6][CH2:7][CH2:8][CH2:9][CH3:10])[CH:11]1[CH:12]([C:16](=[O:17])[OH:18])[CH2:13][CH2:14][CH2:15]1.[NH2:19][c:20]1[c:21]2[cH:22][cH:23][n:24][cH:25][c:26]2[cH:27][cH:28][cH:29]1>>[CH2:1]([CH2:2][CH2:3][CH2:4][CH2:5][CH2:6][CH2:7][CH2:8][CH2:9][CH3:10])[CH:11]1[CH:12]([C:16](=[O:18])[NH:19][c:20]2[c:21]3[cH:22][cH:23][n:24][cH:25][c:26]3[cH:27][cH:28][cH:29]2)[CH2:13][CH2:14][CH2:15]1.